Dataset: the Open Reaction Database (ORD), a public repository of structured organic reaction records. Task: describe an organic reaction: reactants, conditions, products, and yield Starting materials: O1C(=CC=C1)C(=O)Cl (2-furoyl chloride), C1OC=2C=C(CCN)C=CC2O1 (3,4-methylenedioxyphenethylamine). The reagents and catalysts are C(C)N(CC)CC (triethylamine). Solvent: ClCCl (dichloromethane). Yields the product C1OC=2C=C(C=CC2O1)CCNC(=O)C=1OC=CC1 (N-[2-(3,4-methylenedioxyphenyl)ethyl]furan-2-carboxamide). As a reaction SMILES: [O:1]1[CH:5]=[CH:4][CH:3]=[C:2]1[C:6](Cl)=[O:7].[CH2:9]1[O:20][C:19]2[CH:18]=[CH:17][C:13]([CH2:14][CH2:15][NH2:16])=[CH:12][C:11]=2[O:10]1>ClCCl.C(N(CC)CC)C>[CH2:9]1[O:20][C:19]2[CH:18]=[CH:17][C:13]([CH2:14][CH2:15][NH:16][C:6]([C:2]3[O:1][CH:5]=[CH:4][CH:3]=3)=[O:7])=[CH:12][C:11]=2[O:10]1. Procedure details: N-[2-(3,4-methylenedioxyphenyl)ethyl]furan-2-carboxamide was prepared by condensation of 2-furoyl chloride and 3,4-methylenedioxyphenethylamine in dichloromethane with triethylamine as catalyst. Reactants: 1(a), FC=1C=C2C=C(NC2=CC1)C(=O)OCC (ethyl 5-fluoro-indole-2-carboxylate), C(C)OC(=O)C=1NC2=CC=CC=C2C1 (ethyl-indole-2-carboxylate). The product is FC=1C=C2C=C(N(C2=CC1)C)C(=O)OCC (Ethyl 5-fluoro-1-methyl-1H-indole-2-carboxylate). Isolated yield 100.0%. Reaction SMILES: [F:1][C:2]1[CH:3]=[C:4]2[C:8](=[CH:9][CH:10]=1)[NH:7][C:6]([C:11]([O:13][CH2:14][CH3:15])=[O:12])=[CH:5]2.[CH2:16](OC(C1NC2C(C=1)=CC=CC=2)=O)C>>[F:1][C:2]1[CH:3]=[C:4]2[C:8](=[CH:9][CH:10]=1)[N:7]([CH3:16])[C:6]([C:11]([O:13][CH2:14][CH3:15])=[O:12])=[CH:5]2. Procedure details: According to the procedure of Preparation 1(a), except substituting ethyl 5-fluoro-indole-2-carboxylate for the ethyl-indole-2-carboxylate, the title compound (3.3 g, 100%) was prepared as a white solid: MS (ES) m/e 222 (M+H)+.